From a dataset of the Open Reaction Database (ORD), a public repository of structured organic reaction records. describe an organic reaction: reactants, conditions, products, and yield The reactants are C1(CCCC1)SCC1=CC(=CC=C1)[N+](=O)[O-] (1-[(cyclopentylsulfanyl)methyl]-3-nitrobenzene), ClC1=CC(=CC=C1)C(=O)OO (m-chloroperbenzoic acid), S([O-])([O-])(=O)=S.[Na+].[Na+] (disodium sulfurothioate). Run in C(Cl)Cl (DCM), C(Cl)Cl (DCM), C([O-])(O)=O.[Na+] (sodium bicarbonate). Run at temperature 0 celsius, time 90 minute. Yields the product C1(CCCC1)S(=O)(=O)CC1=CC(=CC=C1)[N+](=O)[O-] (1-[(Cyclopentylsulfonyl)methyl]-3-nitrobenzene). RXN SMILES: C1(S[CH2:7][C:8]2[CH:13]=[CH:12][CH:11]=[C:10]([N+:14]([O-:16])=[O:15])[CH:9]=2)CCCC1.ClC1[CH:23]=[CH:22][CH:21]=[C:20]([C:24](OO)=O)C=1.[S:28](=S)(=[O:31])([O-])[O-:29].[Na+].[Na+]>C(Cl)Cl.C(=O)(O)[O-].[Na+]>[CH:20]1([S:28]([CH2:7][C:8]2[CH:13]=[CH:12][CH:11]=[C:10]([N+:14]([O-:16])=[O:15])[CH:9]=2)(=[O:31])=[O:29])[CH2:21][CH2:22][CH2:23][CH2:24]1 |f:2.3.4,6.7|. Reported procedure: A solution of 1-[(cyclopentylsulfanyl)methyl]-3-nitrobenzene (4.5 g) in DCM (180 mL) was treated at 0° C. with portions of m-chloroperbenzoic acid (9.3 g, 77%). The mixture was stirred at 0° C. for further 90 minutes and then 18 hours at room temperature. The reaction mixture was diluted with DCM before disodium sulfurothioate and sodium bicarbonate solution was added and extracted with DCM (2×). The combinded organic phases were washed and concentrated. The residue was purified by chromatograph... Reactants: Cc1ccccc1, COc1ccc(-c2cc3nc(C(F)(F)F)ccc3c(Cl)n2)cc1, NCCCN. The product is COc1ccc(-c2cc3nc(C(F)(F)F)ccc3c(NCCCN)n2)cc1. Reaction SMILES: [CH3:29][c:30]1[cH:31][cH:32][cH:33][cH:34][cH:35]1.[Cl:1][c:2]1[c:3]2[cH:4][cH:5][c:6]([C:20]([F:21])([F:22])[F:23])[n:7][c:8]2[cH:9][c:10](-[c:12]2[cH:13][cH:14][c:15]([O:18][CH3:19])[cH:16][cH:17]2)[n:11]1.[NH2:24][CH2:25][CH2:26][CH2:27][NH2:28]>>[c:2]1([NH:28][CH2:27][CH2:26][CH2:25][NH2:24])[c:3]2[cH:4][cH:5][c:6]([C:20]([F:21])([F:22])[F:23])[n:7][c:8]2[cH:9][c:10](-[c:12]2[cH:13][cH:14][c:15]([O:18][CH3:19])[cH:16][cH:17]2)[n:11]1. Reactants: O (water), C(C1=CC=CC=C1)Br (benzyl bromide), [H-].[Na+] (sodium hydride), [N+](=O)([O-])C1=CC=C(C(C=O)=C1)O (5-nitrosalicylaldehyde). Solvent: CN(C=O)C (dimethyformamide). Conditions: temperature 70 celsius, time 13 hour. The product is C(C1=CC=CC=C1)OC1=C(C=O)C=C(C=C1)[N+](=O)[O-] (2-benzyloxy-5-nitrobenzaldehyde). Isolated yield 65.5%. Reaction SMILES: [N+:1]([C:4]1[CH:11]=[C:8]([CH:9]=[O:10])[C:7]([OH:12])=[CH:6][CH:5]=1)([O-:3])=[O:2].[CH2:13](Br)[C:14]1[CH:19]=[CH:18][CH:17]=[CH:16][CH:15]=1.[H-].[Na+].O>CN(C)C=O>[CH2:13]([O:12][C:7]1[CH:6]=[CH:5][C:4]([N+:1]([O-:3])=[O:2])=[CH:11][C:8]=1[CH:9]=[O:10])[C:14]1[CH:19]=[CH:18][CH:17]=[CH:16][CH:15]=1 |f:2.3|. Procedure details: In an argon atmosphere, 5-nitrosalicylaldehyde (334 mg, 2.00 mmol) was dissolved in dimethyformamide (5 mL), and the solution was mixed with benzyl bromide (0.238 mL, 2.00 mmol) and sodium hydride (88 mg, 2.4 mmol), followed by stirring at 70° C. for 13 hours. The reaction solution was cooled with ice, and water was added, and then the mixture was extracted with ethyl acetate. The organic layer was washed with water and brine, and then dried over anhydrous sodium sulfate. The solvent was evapora... Starting materials: CCC(C)=O, COc1cc(C=CC(=O)NC2CCC(C)CC2)ccc1OCCCl, [I-], [Na+]. The product is COc1cc(C=CC(=O)NC2CCC(C)CC2)ccc1OCCI. As a reaction SMILES: [CH3:27][C:28]([CH2:29][CH3:30])=[O:31].[CH3:3][CH:4]1[CH2:5][CH2:6][CH:7]([NH:10][C:11]([CH:12]=[CH:13][c:14]2[cH:15][c:16]([O:24][CH3:25])[c:17]([O:20][CH2:21][CH2:22][Cl:23])[cH:18][cH:19]2)=[O:26])[CH2:8][CH2:9]1.[I-:2].[Na+:1]>>[I:2][CH2:22][CH2:21][O:20][c:17]1[c:16]([O:24][CH3:25])[cH:15][c:14]([CH:13]=[CH:12][C:11]([NH:10][CH:7]2[CH2:6][CH2:5][CH:4]([CH3:3])[CH2:9][CH2:8]2)=[O:26])[cH:19][cH:18]1. Starting materials: Cl.C(C)N=C=NCCCN(C)C (1-ethyl-3-(3′-dimethylaminopropyl)carbodiimide hydrochloride), [Cl-].[NH4+] (ammonium chloride), FC(C(=O)O)(F)F (Trifluoroacetic acid), C(C)(C)(C)OC(=O)NCCCC(=O)O (4-tert-Butoxycarbonylaminobutanoic acid), ON1N=NC2=C1C=CC=C2 (N-hydroxybenzotriazole), C(C)(C)N(CC)C(C)C (diisopropylethylamine), COC(C1=C(C=C(C(=C1)C1=NC(=NC(=C1)SCCNC(=O)OC(C)(C)C)N)C)OC)=O (5-[2-Amino-6-(2-tert-butoxycarbonylaminoethylsulfanyl)pyrimidin-4-yl]-2-methoxy-4-methylbenzoic acid methyl ester). Run in ClCCl (dichloromethane). Run at time 4 hour. Product: COC(C1=C(C=C(C(=C1)C1=NC(=NC(=C1)SCCNC(CCCNC(=O)OC(C)(C)C)=O)N)C)OC)=O (5-{2-amino-6-[2-(4-tert-butoxycarbonylaminobutyrylamino)ethylsulfanyl]pyrimidin-4-yl}-2-methoxy-4-methylbenzoic acid methyl ester). Isolated yield 83.5%. As a reaction SMILES: [CH3:1][O:2][C:3](=[O:31])[C:4]1[CH:9]=[C:8]([C:10]2[CH:15]=[C:14]([S:16][CH2:17][CH2:18][NH:19]C(OC(C)(C)C)=O)[N:13]=[C:12]([NH2:27])[N:11]=2)[C:7]([CH3:28])=[CH:6][C:5]=1[O:29][CH3:30].FC(F)(F)C(O)=O.[C:39]([O:43][C:44]([NH:46][CH2:47][CH2:48][CH2:49][C:50]([OH:52])=O)=[O:45])([CH3:42])([CH3:41])[CH3:40].ON1C2C=CC=CC=2N=N1.C(N(C(C)C)CC)(C)C.Cl.C(N=C=NCCCN(C)C)C.[Cl-].[NH4+]>ClCCl>[CH3:1][O:2][C:3](=[O:31])[C:4]1[CH:9]=[C:8]([C:10]2[CH:15]=[C:14]([S:16][CH2:17][CH2:18][NH:19][C:50](=[O:52])[CH2:49][CH2:48][CH2:47][NH:46][C:44]([O:43][C:39]([CH3:40])([CH3:41])[CH3:42])=[O:45])[N:13]=[C:12]([NH2:27])[N:11]=2)[C:7]([CH3:28])=[CH:6][C:5]=1[O:29][CH3:30] |f:5.6,7.8|. Reported procedure: 5-[2-Amino-6-(2-tert-butoxycarbonylaminoethylsulfanyl)pyrimidin-4-yl]-2-methoxy-4-methylbenzoic acid methyl ester (52 mg, 0.11 mmol) obtained in Step 1 above was dissolved with dichloromethane (2.5 ml) in a reaction vessel. Trifluoroacetic acid (0.7 ml) was added to the solution and stirred for 4 hours while gradually warming from 0° C. to room temperature. The reaction solution was concentrated under reduced pressure, and then benzene (1.5 ml) was added to the resulting residue. The solution wa... Reactants: C(OC1=CC=C(C=C1)[N+](=O)[O-])(OC1=CC=C(C=C1)[N+](=O)[O-])=O (bis(4-nitrophenyl) carbonate), C(#C)C1=CC=C(C=C1)C(O)C1C2=CC=CC=C2C=2C=CC=CC12 ((4-ethynylphenyl)(9H-fluoren-9-yl)methanol), solution, [Li+].C[Si](C)(C)[N-][Si](C)(C)C (LiHMDS). Run in C1CCOC1 (THF), C1CCOC1 (THF). Reaction conditions: time 15 minute. Product: C(OC(C1C2=CC=CC=C2C=2C=CC=CC12)C1=CC=C(C=C1)C#C)(OC1=CC=C(C=C1)[N+](=O)[O-])=O ((4-ethynylphenyl)(9H-fluoren-9-yl)methyl 4-nitrophenyl carbonate). Reaction SMILES: [C:1]([C:3]1[CH:8]=[CH:7][C:6]([CH:9]([CH:11]2[C:23]3[CH:22]=[CH:21][CH:20]=[CH:19][C:18]=3[C:17]3[C:12]2=[CH:13][CH:14]=[CH:15][CH:16]=3)[OH:10])=[CH:5][CH:4]=1)#[CH:2].[Li+].C[Si]([N-][Si](C)(C)C)(C)C.[C:34](=O)([O:45]C1C=CC([N+]([O-])=O)=CC=1)[O:35][C:36]1[CH:41]=[CH:40][C:39]([N+:42]([O-:44])=[O:43])=[CH:38][CH:37]=1>C1COCC1>[C:34](=[O:45])([O:35][C:36]1[CH:37]=[CH:38][C:39]([N+:42]([O-:44])=[O:43])=[CH:40][CH:41]=1)[O:10][CH:9]([C:6]1[CH:5]=[CH:4][C:3]([C:1]#[CH:2])=[CH:8][CH:7]=1)[CH:11]1[C:12]2[CH:13]=[CH:14][CH:15]=[CH:16][C:17]=2[C:18]2[C:23]1=[CH:22][CH:21]=[CH:20][CH:19]=2 |f:1.2|. Procedure: A solution of (4-ethynylphenyl)(9H-fluoren-9-yl)methanol (1.0 equivalent) in THF is added to a 1.0 M solution of LiHMDS (1.0 equivalent) in THF at −78° C. After 15 minutes, a solution of bis(4-nitrophenyl) carbonate (1.5 equivalent) is added. The mixture is allowed to warm slowly to ambient temperature, quenched by addition of 1 N HCl, and extracted with ether. The extract is washed sequentially with 1 N HCl, water, and brine, then dried over mgSO4, filtered, and evaporated. The product 4-nitrop... Reactants: Cl.ClC=1C=C2C=3CCNC(C3NC2=CC1)C1(CCC1)C(=O)OCC (Ethyl 1-(6-chloro-2,3,4,9-tetrahydro-1H-β-carbolin-1-yl)cyclobutanecarboxylate Hydrochloride), C1(CCCC1)O (cyclopentanol). Reagents/catalysts: CC([O-])C.CC([O-])C.CC([O-])C.CC([O-])C.[Ti+4] (titanium tetraisopropoxide). Solvent: O (water). Product: Cl.ClC=1C=C2C=3CCNC(C3NC2=CC1)C1(CCC1)C(=O)OC1CCCC1 (Cyclopentyl 1-(6-chloro-2,3,4,9-tetrahydro-1H-β-carbolin-1-yl)cyclobutanecarboxylate Hydrochloride). As a reaction SMILES: Cl.[Cl:2][C:3]1[CH:4]=[C:5]2[C:13](=[CH:14][CH:15]=1)[NH:12][C:11]1[CH:10]([C:16]3([C:20]([O:22][CH2:23][CH3:24])=[O:21])[CH2:19][CH2:18][CH2:17]3)[NH:9][CH2:8][CH2:7][C:6]2=1.[CH:25]1(O)[CH2:29]CC[CH2:26]1>O.CC(C)[O-].CC(C)[O-].CC(C)[O-].CC(C)[O-].[Ti+4]>[ClH:2].[Cl:2][C:3]1[CH:4]=[C:5]2[C:13](=[CH:14][CH:15]=1)[NH:12][C:11]1[CH:10]([C:16]3([C:20]([O:22][CH:23]4[CH2:29][CH2:25][CH2:26][CH2:24]4)=[O:21])[CH2:17][CH2:18][CH2:19]3)[NH:9][CH2:8][CH2:7][C:6]2=1 |f:0.1,4.5.6.7.8,9.10|. Procedure details: 4.0 g of the compound of Example 1 are heated at the reflux of 80 ml of cyclopentanol in the presence of 1 ml of titanium tetraisopropoxide. After reaction for 24 hours, the reaction mixture is diluted with water and then filtered. After extraction with dichloromethane, drying and evaporation under reduced pressure, crystallisation of the residue from an ethanol-diethyl ether-hydrogen chloride mixture enables the expected product to be isolated.